This data is from the Open Reaction Database (ORD), a public repository of structured organic reaction records. The task is: describe an organic reaction: reactants, conditions, products, and yield Run at temperature 100 celsius, time 4 hour. Starting materials: C(C)OC=1C=C(C=CC1OCC)C=1SC=C(N1)C1=CC(=C(C=C1)O)CC (2-(3,4-diethoxyphenyl)-4-(3-ethyl-4-hydroxyphenyl)thiazole), C=O (paraformaldehyde), Cl.CNC (dimethylamine hydrochloride). Run in C(C)O (ethanol). Procedure: A suspension of 1 g of 2-(3,4-diethoxyphenyl)-4-(3-ethyl-4-hydroxyphenyl)thiazole, 1 g of paraformaldehyde and 1.1 g of dimethylamine hydrochloride in 20 ml of ethanol was stirred at 100° C. for 4 hours with heating. The solvent was distilled off. The residue was mixed with 20 ml of water and 30 ml of ethyl acetate for extraction and phase separation. The ethyl acetate layer was extracted with 10% hydrochloric acid (20 ml×3). The combined aqueous layer was made basic with 10% sodium hydroxide an... Isolated yield 8.7%. As a reaction SMILES: [CH2:1]([O:3][C:4]1[CH:5]=[C:6]([C:13]2[S:14][CH:15]=[C:16]([C:18]3[CH:23]=[CH:22][C:21]([OH:24])=[C:20]([CH2:25][CH3:26])[CH:19]=3)[N:17]=2)[CH:7]=[CH:8][C:9]=1[O:10][CH2:11][CH3:12])[CH3:2].[CH2:27]=O.[ClH:29].[CH3:30][NH:31][CH3:32]>C(O)C>[ClH:29].[ClH:29].[CH2:1]([O:3][C:4]1[CH:5]=[C:6]([C:13]2[S:14][C:15]([CH2:30][N:31]([CH3:27])[CH3:32])=[C:16]([C:18]3[CH:23]=[CH:22][C:21]([OH:24])=[C:20]([CH2:25][CH3:26])[CH:19]=3)[N:17]=2)[CH:7]=[CH:8][C:9]=1[O:10][CH2:11][CH3:12])[CH3:2] |f:2.3,5.6.7|. The product is Cl.Cl.C(C)OC=1C=C(C=CC1OCC)C=1SC(=C(N1)C1=CC(=C(C=C1)O)CC)CN(C)C (2-(3,4-diethoxyphenyl)-4-(3-ethyl-4-hydroxyphenyl)-5-dimethylaminomethylthiazole dihydrochloride).